From a dataset of the Open Reaction Database (ORD), a public repository of structured organic reaction records. describe an organic reaction: reactants, conditions, products, and yield Starting materials: BrC1=CC(=C(C=C1C)S)F (4-bromo-2-fluoro-5-methylbenzenethiol), [H-].[Na+] (NaH), O (water), IC (iodomethane). The solvent is CN(C)C=O (DMF). Conditions: temperature 0 celsius, time 8 hour. Product: BrC1=CC(=C(C=C1C)SC)F ((4-Bromo-2-fluoro-5-methylphenyl)(methyl)sulfane). The yield is 99.1%. RXN SMILES: [Br:1][C:2]1[C:7]([CH3:8])=[CH:6][C:5]([SH:9])=[C:4]([F:10])[CH:3]=1.[H-].[Na+].I[CH3:14].O>CN(C=O)C>[Br:1][C:2]1[C:7]([CH3:8])=[CH:6][C:5]([S:9][CH3:14])=[C:4]([F:10])[CH:3]=1 |f:1.2|. Procedure details: A solution of 4-bromo-2-fluoro-5-methylbenzenethiol (2.28 g, 10.3 mmol) in 25 mL of DMF at RT was treated with NaH (0.284 g, 12.4 mmol). After 15 minutes the solution was cooled to 0° C. and iodomethane (0.772 mL, 12.4 mmol) was added. The reaction mixture was allowed to warm up to RT and stirred overnight. The reaction mixture was poured into water and extracted with EtOAc (3×). The combined organic layers were dried over anhydrous sodium sulfate, filtered and concentrated to give the title com... The reactants are CCOC(=O)C(C)Br, O=C([O-])[O-], CN(C)C=O, CN1C(=O)N(c2ccc(Cl)cc2)S(=O)(=O)c2ccc(O)cc21, [K+], [K+], O. Product: CCOC(=O)C(C)Oc1ccc2c(c1)N(C)C(=O)N(c1ccc(Cl)cc1)S2(=O)=O. As a reaction SMILES: [Br:23][CH:24]([C:25](=[O:26])[O:27][CH2:28][CH3:29])[CH3:30].[C:31](=[O:32])([O-:33])[O-:34].[CH:38]([N:39]([CH3:40])[CH3:41])=[O:42].[Cl:1][c:2]1[cH:3][cH:4][c:5]([N:8]2[S:9](=[O:21])(=[O:22])[c:10]3[c:11]([cH:16][c:17]([OH:20])[cH:18][cH:19]3)[N:12]([CH3:15])[C:13]2=[O:14])[cH:6][cH:7]1.[K+:35].[K+:36].[OH2:37]>>[Cl:1][c:2]1[cH:3][cH:4][c:5]([N:8]2[S:9](=[O:21])(=[O:22])[c:10]3[c:11]([cH:16][c:17]([O:20][CH:24]([C:25](=[O:26])[O:27][CH2:28][CH3:29])[CH3:30])[cH:18][cH:19]3)[N:12]([CH3:15])[C:13]2=[O:14])[cH:6][cH:7]1. The reactants are C(C)(=O)O[BH-](OC(C)=O)OC(C)=O.[Na+] (sodium triacetoxyborohydride), CNC (Dimethylamine), C(C)(=O)O (acetic acid), C(=O)C=1C=CC(=C(C(=O)NC=2C=NC=CC2)C1)OCC1=CC=CC=C1 (5-Formyl-2-[(phenylmethyl)oxy]-N-3-pyridinylbenzamide), C(=O)(O)[O-].[Na+] (NaHCO3). Solvent: ClCCCl (DCE), ClCCl (dichloromethane). Reaction conditions: temperature 50 celsius, time 3 hour. Yields the product CN(C)CC=1C=CC(=C(C(=O)NC=2C=NC=CC2)C1)OCC1=CC=CC=C1 (5-[(Dimethylamino)methyl]-2-[(phenylmethyl)oxy]-N-3-pyridinylbenzamide). As a reaction SMILES: [CH3:1][NH:2][CH3:3].C(O)(=O)C.[CH:8]([C:10]1[CH:11]=[CH:12][C:13]([O:25][CH2:26][C:27]2[CH:32]=[CH:31][CH:30]=[CH:29][CH:28]=2)=[C:14]([CH:24]=1)[C:15]([NH:17][C:18]1[CH:19]=[N:20][CH:21]=[CH:22][CH:23]=1)=[O:16])=O.C(O[BH-](OC(=O)C)OC(=O)C)(=O)C.[Na+].C([O-])(O)=O.[Na+]>ClCCCl.ClCCl>[CH3:1][N:2]([CH2:8][C:10]1[CH:11]=[CH:12][C:13]([O:25][CH2:26][C:27]2[CH:32]=[CH:31][CH:30]=[CH:29][CH:28]=2)=[C:14]([CH:24]=1)[C:15]([NH:17][C:18]1[CH:19]=[N:20][CH:21]=[CH:22][CH:23]=1)=[O:16])[CH3:3] |f:3.4,5.6|. Procedure: Dimethylamine (60 uL, 0.33 mmol) and acetic acid (19 uL, 0.33 mmol) were added to a solution of 5-formyl-2-[(phenylmethyl)oxy]-N-3-pyridinylbenzamide (may be prepared as described in Example 66; 100 mg, 0.33 mmol) in DCE (5 ml). The solution was stirred for 3 hours at 50° C. then sodium triacetoxyborohydride (105 mg, 0.50 mmol) was added. The mixture was stirred overnight. Saturated NaHCO3 solution (5 ml) was then added and the mixture was stirred for 5 minutes. The organic layer was diluted wit... Starting materials: OC(CN[C@@H](CCC1=CC=C(C(=O)N)C=C1)C)COC1=CC=CC=C1 (p-[(R)-3-[[(RS)-2-hydroxy-3-phenoxypropyl]-amino]butyl]benzamide), Cl (hydrochloric acid), C(C)(=O)O (acetic acid). Yields the product Cl.C(C)(=O)OC(CN[C@@H](CCC1=CC=C(C(=O)N)C=C1)C)COC1=CC=CC=C1 (p-[(R)-3-[[(RS)-2-acetoxy-3-phenoxypropyl]amino]butyl]-benzamide hydrochloride). RXN SMILES: [OH:1][CH:2]([CH2:18][O:19][C:20]1[CH:25]=[CH:24][CH:23]=[CH:22][CH:21]=1)[CH2:3][NH:4][C@H:5]([CH3:17])[CH2:6][CH2:7][C:8]1[CH:16]=[CH:15][C:11]([C:12]([NH2:14])=[O:13])=[CH:10][CH:9]=1.[ClH:26].[C:27](O)(=[O:29])[CH3:28]>>[ClH:26].[C:27]([O:1][CH:2]([CH2:18][O:19][C:20]1[CH:21]=[CH:22][CH:23]=[CH:24][CH:25]=1)[CH2:3][NH:4][C@H:5]([CH3:17])[CH2:6][CH2:7][C:8]1[CH:16]=[CH:15][C:11]([C:12]([NH2:14])=[O:13])=[CH:10][CH:9]=1)(=[O:29])[CH3:28] |f:3.4|. Procedure: 0.5 g of p-[(R)-3-[[(RS)-2-hydroxy-3-phenoxypropyl]-amino]butyl]benzamide was warmed to 40° for 24 hours in 25 ml of acetic acid saturated with hydrochloric acid gas. Thereupon, the solvent was removed in vacuo and the crystalline residue was recrystallized from acetonitrile, and there was obtained p-[(R)-3-[[(RS)-2-acetoxy-3-phenoxypropyl]amino]butyl]-benzamide hydrochloride of m.p. 83°-85°, [α]D20 =-10° (c=0.6 in methanol), ε222 =15020, ε234 =13590. Reactants: COC(=O)c1c(Br)cccc1Nc1nc(Nc2ccc(N3CCN(C(C)C)CC3)cc2OC)nc2c1ccn2S(=O)(=O)c1ccc(C)cc1, [C-]#N, [C-]#N, CN(C)C=O, N#N, [Zn+2], c1ccc(P(c2ccccc2)(c2ccccc2)[Pd](P(c2ccccc2)(c2ccccc2)c2ccccc2)(P(c2ccccc2)(c2ccccc2)c2ccccc2)P(c2ccccc2)(c2ccccc2)c2ccccc2)cc1. The product is COC(=O)c1c(C#N)cccc1Nc1nc(Nc2ccc(N3CCN(C(C)C)CC3)cc2OC)nc2c1ccn2S(=O)(=O)c1ccc(C)cc1. RXN SMILES: [Br:3][c:4]1[c:5]([C:6](=[O:7])[O:8][CH3:9])[c:10]([NH:14][c:15]2[c:16]3[c:17]([n:18][c:19]([NH:21][c:22]4[c:23]([O:37][CH3:38])[cH:24][c:25]([N:28]5[CH2:29][CH2:30][N:31]([CH:34]([CH3:35])[CH3:36])[CH2:32][CH2:33]5)[cH:26][cH:27]4)[n:20]2)[n:39]([S:42](=[O:43])(=[O:44])[c:45]2[cH:46][cH:47][c:48]([CH3:51])[cH:49][cH:50]2)[cH:40][cH:41]3)[cH:11][cH:12][cH:13]1.[C-:134]#[N:135].[C-:137]#[N:138].[CH3:52][N:53]([CH3:54])[CH:55]=[O:56].[N:1]#[N:2].[Zn+2:136].[cH:57]1[cH:58][cH:59][c:60]([P:61]([Pd:62]([P:63]([c:64]2[cH:65][cH:66][cH:67][cH:68][cH:69]2)([c:70]2[cH:71][cH:72][cH:73][cH:74][cH:75]2)[c:76]2[cH:77][cH:78][cH:79][cH:80][cH:81]2)([P:82]([c:83]2[cH:84][cH:85][cH:86][cH:87][cH:88]2)([c:89]2[cH:90][cH:91][cH:92][cH:93][cH:94]2)[c:95]2[cH:96][cH:97][cH:98][cH:99][cH:100]2)[P:101]([c:102]2[cH:103][cH:104][cH:105][cH:106][cH:107]2)([c:108]2[cH:109][cH:110][cH:111][cH:112][cH:113]2)[c:114]2[cH:115][cH:116][cH:117][cH:118][cH:119]2)([c:120]2[cH:121][cH:122][cH:123][cH:124][cH:125]2)[c:126]2[cH:127][cH:128][cH:129][cH:130][cH:131]2)[cH:132][cH:133]1>>[c:4]1([C:52]#[N:53])[c:5]([C:6](=[O:7])[O:8][CH3:9])[c:10]([NH:14][c:15]2[c:16]3[c:17]([n:18][c:19]([NH:21][c:22]4[c:23]([O:37][CH3:38])[cH:24][c:25]([N:28]5[CH2:29][CH2:30][N:31]([CH:34]([CH3:35])[CH3:36])[CH2:32][CH2:33]5)[cH:26][cH:27]4)[n:20]2)[n:39]([S:42](=[O:43])(=[O:44])[c:45]2[cH:46][cH:47][c:48]([CH3:51])[cH:49][cH:50]2)[cH:40][cH:41]3)[cH:11][cH:12][cH:13]1. Starting materials: O=C([O-])[O-], COS(=O)(=O)OC, CN(C)C=O, [K+], [K+], O, Cc1ccc2c(c1O)CCC2=O. Yields the product COc1c(C)ccc2c1CCC2=O. As a reaction SMILES: [C:13](=[O:14])([O-:15])[O-:16].[CH3:19][O:20][S:21]([O:22][CH3:23])(=[O:24])=[O:25].[CH3:27][N:28]([CH3:29])[CH:30]=[O:31].[K+:17].[K+:18].[OH2:26].[OH:1][c:2]1[c:3]2[c:7]([cH:8][cH:9][c:10]1[CH3:11])[C:6](=[O:12])[CH2:5][CH2:4]2>>[O:1]([c:2]1[c:3]2[c:7]([cH:8][cH:9][c:10]1[CH3:11])[C:6](=[O:12])[CH2:5][CH2:4]2)[CH3:13]. The reactants are ClCCl, COc1cc(CO)c(F)cc1[N+](=O)[O-], O=S(Cl)Cl. Yields the product COc1cc(CCl)c(F)cc1[N+](=O)[O-]. As a reaction SMILES: [Cl:19][CH2:20][Cl:21].[F:1][c:2]1[c:3]([CH2:13][OH:14])[cH:4][c:5]([O:11][CH3:12])[c:6]([N+:8](=[O:9])[O-:10])[cH:7]1.[S:15]([Cl:16])([Cl:17])=[O:18]>>[F:1][c:2]1[c:3]([CH2:13][Cl:17])[cH:4][c:5]([O:11][CH3:12])[c:6]([N+:8](=[O:9])[O-:10])[cH:7]1.